This data is from the Open Reaction Database (ORD), a public repository of structured organic reaction records. The task is: describe an organic reaction: reactants, conditions, products, and yield The reactants are solution, C(=C)(C)[Mg]Br (isopropenylmagnesium bromide), BrC=1C=C2C[C@H](OC(C2=CC1)=O)C ((3R)-6-bromo-3-methyl-3,4-dihydro-1H-isochromen-1-one), CC(C)C1=CC(=C(C(=C1)C(C)C)C2=C(C=CC=C2)P(C3CCCCC3)C4CCCCC4)C(C)C (X—PHOS). The reagents and catalysts are [Cl-].[Zn+2].[Cl-] (zinc chloride). The solvent is C1CCOC1 (THF), C1CCOC1 (THF). Conditions: temperature 0 celsius, time 30 minute. Product: C[C@H]1OC(C2=CC=C(C=C2C1)C(=C)C)=O ((3R)-3-methyl-6-(prop-1-en-2-yl)-3,4-dihydro-1H-isochromen-1-one). RXN SMILES: [C:1]([Mg]Br)([CH3:3])=[CH2:2].Br[C:7]1[CH:8]=[C:9]2[C:14](=[CH:15][CH:16]=1)[C:13](=[O:17])[O:12][C@H:11]([CH3:18])[CH2:10]2.CC(C1C=C(C(C)C)C(C2C=CC=CC=2P(C2CCCCC2)C2CCCCC2)=C(C(C)C)C=1)C>C1COCC1.[Cl-].[Zn+2].[Cl-]>[CH3:18][C@@H:11]1[CH2:10][C:9]2[C:14](=[CH:15][CH:16]=[C:7]([C:1]([CH3:3])=[CH2:2])[CH:8]=2)[C:13](=[O:17])[O:12]1 |f:4.5.6|. Procedure details: A 0.5 molar solution of zinc chloride (1.696 g, 12.44 mmol) in dry THF (16.59 mL) was cooled to 0° C. A solution of isopropenylmagnesium bromide (24.89 mL, 12.44 mmol) was added via syringe. The reaction was stirred at 0° C. for 30 minutes before being cannulated into a sealed tube containing (3R)-6-bromo-3-methyl-3,4-dihydro-1H-isochromen-1-one (2.00 g, 8.30 mmol), PdOAc2 (0.093 g, 0.42 mmol), and X—PHOS (0.395 g, 0.830 mmol) in THF (16.6 mL) under N2 atmosphere. The tube was heated to 70° C. o... RXN SMILES: [CH3:15][OH:16].[F:1][c:2]1[c:3]([C:4](=[O:5])[O:6][CH3:7])[cH:8][c:9]([N+:12]([O-:13])=[O:14])[cH:10][cH:11]1>>[F:1][c:2]1[c:3]([C:4](=[O:5])[O:6][CH3:7])[cH:8][c:9]([NH2:12])[cH:10][cH:11]1. Starting materials: CO, COC(=O)c1cc([N+](=O)[O-])ccc1F. The product is COC(=O)c1cc(N)ccc1F. Starting materials: F[B-](F)(F)F, COc1ccc(CNc2nccc(Oc3ccc(NC(=O)CC(=O)Nc4ccc(F)cc4)cc3F)n2)cc1, CC(C)OC(C)C, CCN(C(C)C)C(C)C, Nc1ccc(Oc2cc(Nc3ccc(OCc4ccccc4)cc3)ncn2)c(F)c1, Nc1cc(Oc2ccc(NC(=S)NC(=O)Cc3ccc(F)cc3)cc2F)ncn1, CN(C)C=O, CN(C)C(On1nnc2ccccc21)=[N+](C)C. Product: O=C(CC(=O)Nc1ccc(Oc2cc(Nc3ccc(OCc4ccccc4)cc3)ncn2)c(F)c1)Nc1ccc(F)cc1. RXN SMILES: [B-:60]([F:61])([F:62])([F:63])[F:64].[CH3:91][O:92][c:93]1[cH:94][cH:95][c:96]([CH2:97][NH:98][c:99]2[n:100][c:101]([O:102][c:103]3[cH:104][cH:105][c:106]([NH:107][C:113]([CH2:114][C:115](=[O:116])[NH:117][c:118]4[cH:119][cH:120][c:121]([F:124])[cH:122][cH:123]4)=[O:125])[cH:108][c:109]3[F:110])[cH:111][cH:112][n:126]2)[cH:127][cH:128]1.[CH:129]([O:130][CH:131]([CH3:132])[CH3:133])([CH3:134])[CH3:135].[CH:82]([N:83]([CH2:84][CH3:85])[CH:86]([CH3:87])[CH3:88])([CH3:89])[CH3:90].[NH2:1][c:2]1[cH:3][c:4]([F:30])[c:5]([O:6][c:7]2[cH:8][c:9]([NH:13][c:14]3[cH:15][cH:16][c:17]([O:20][CH2:21][c:22]4[cH:23][cH:24][cH:25][cH:26][cH:27]4)[cH:18][cH:19]3)[n:10][cH:11][n:12]2)[cH:28][cH:29]1.[NH2:31][c:32]1[n:33][cH:34][n:35][c:36]([O:37][c:38]2[cH:39][cH:40][c:41]([NH:42][C:43]([NH:44][C:45](=[O:46])[CH2:47][c:48]3[cH:49][cH:50][c:51]([F:52])[cH:53][cH:54]3)=[S:55])[cH:56][c:57]2[F:58])[cH:59]1.[O:136]=[CH:137][N:138]([CH3:139])[CH3:140].[n:65]1([O:66][C:67]([N:68]([CH3:69])[CH3:70])=[N+:71]([CH3:72])[CH3:73])[c:74]2[cH:75][cH:76][cH:77][cH:78][c:79]2[n:80][n:81]1>>[NH:1]([c:2]1[cH:3][c:4]([F:30])[c:5]([O:6][c:7]2[cH:8][c:9]([NH:13][c:14]3[cH:15][cH:16][c:17]([O:20][CH2:21][c:22]4[cH:23][cH:24][cH:25][cH:26][cH:27]4)[cH:18][cH:19]3)[n:10][cH:11][n:12]2)[cH:28][cH:29]1)[C:113]([CH2:114][C:115](=[O:116])[NH:117][c:118]1[cH:119][cH:120][c:121]([F:124])[cH:122][cH:123]1)=[O:125]. The reactants are COP(=O)(OC)CN[C@H](C(=O)O)CC1=CC=C(C=C1)C1=CC=CC=C1 ((S)-2-(dimethylphosphonomethylamino)-3-(4-biphenylyl)-propionic acid), C(C)(C)(C)OC(CCN)=O (β-alanine t-butyl ester), C(#N)CCN1N=NN=C1CCN (1-(2-cyanoethyl)-5-(2-aminoethyl)tetrazole). The product is COP(=O)(OC)CNC(C(=O)N1N(C(=NN1)CCN)CCC#N)CC1=CC=C(C=C1)C1=CC=CC=C1 (2-(dimethylphosphonomethylamino)-3-(4-biphenylyl)propionyl[-2-aminoethyl]-1-(2-cyanoethyl)-tetrazole). Reaction SMILES: [CH3:1][O:2][P:3]([CH2:7][NH:8][C@@H:9]([CH2:13][C:14]1[CH:19]=[CH:18][C:17]([C:20]2[CH:25]=[CH:24][CH:23]=[CH:22][CH:21]=2)=[CH:16][CH:15]=1)[C:10](O)=[O:11])([O:5][CH3:6])=[O:4].C(OC(=O)CCN)(C)(C)C.[C:36]([CH2:38][CH2:39][N:40]1[C:44]([CH2:45][CH2:46][NH2:47])=[N:43][N:42]=[N:41]1)#[N:37]>>[CH3:6][O:5][P:3]([CH2:7][NH:8][CH:9]([CH2:13][C:14]1[CH:15]=[CH:16][C:17]([C:20]2[CH:21]=[CH:22][CH:23]=[CH:24][CH:25]=2)=[CH:18][CH:19]=1)[C:10]([N:41]1[NH:42][N:43]=[C:44]([CH2:45][CH2:46][NH2:47])[N:40]1[CH2:39][CH2:38][C:36]#[N:37])=[O:11])([O:2][CH3:1])=[O:4]. Procedure: (S)-2-(dimethylphosphonomethylamino)-3-(4-biphenylyl)-propionic acid is treated (under conditions described in example 2 for the condensation with β-alanine t-butyl ester) with 1-(2-cyanoethyl)-5-(2-aminoethyl)tetrazole to yield (S)-5-[N-[2-(dimethylphosphonomethylamino)-3-(4-biphenylyl)propionyl[-2-aminoethyl]-1-(2-cyanoethyl)-tetrazole. The reactants are CC1(C=2C=CC(=NC2NC(C1)=O)OCCCC=O)C (4-(5,5-Dimethyl-7-oxo-5,6,7,8-tetrahydro-[1,8]naphthyridin-2-yloxy)-butyraldehyde), N1CCNCC1 (piperazine), C(C)(=O)O[BH-](OC(C)=O)OC(C)=O.[Na+] (Sodium triacetoxyborohydride). Solvent: C(Cl)Cl (methylene chloride). Run at time 10 minute. Product: CC1(CC(NC2=NC(=CC=C12)OCCCCN1CCN(CC1)C=1C=CC=C2C=CC=NC12)=O)C (4,4-Dimethyl-7-[4-(4-quinolin-8-yl-piperazin-1-yl)-butoxy]-3,4-dihydro-1H-[1,8]naphthyridin-2-one). RXN SMILES: [CH3:1][C:2]1([CH3:19])[CH2:11][C:10](=[O:12])[NH:9][C:8]2[N:7]=[C:6]([O:13][CH2:14][CH2:15][CH2:16][CH:17]=O)[CH:5]=[CH:4][C:3]1=2.[NH:20]1[CH2:25][CH2:24][NH:23][CH2:22][CH2:21]1.C(O[BH-](O[C:36](=O)[CH3:37])OC(=O)C)(=O)C.[Na+]>C(Cl)Cl>[CH3:1][C:2]1([CH3:19])[C:3]2[C:8](=[N:7][C:6]([O:13][CH2:14][CH2:15][CH2:16][CH2:17][N:20]3[CH2:25][CH2:24][N:23]([C:1]4[CH:2]=[CH:3][CH:8]=[C:37]5[C:36]=4[N:7]=[CH:6][CH:5]=[CH:4]5)[CH2:22][CH2:21]3)=[CH:5][CH:4]=2)[NH:9][C:10](=[O:12])[CH2:11]1 |f:2.3|. Procedure details: The aldehyde (0.3 mmol) and the piperazine (60.306 mmol) were combined in methylene chloride and stirred in a vial over sieves for 10 min. Sodium triacetoxyborohydride (0.42 mmol) was added and the reaction was stirred overnight. The reaction was quenched by slowly adding water and then the mixture was filtered. The residue was partitioned between CH2Cl2 and water and the organic layer was concentrated. Purification by liquid chromatography (MPLC, gradient of 100% CH2Cl2 to 100% of a 10% MeOH in... Procedure details: 184.5 g (1.0 mol.) of cyanuric chloride were dissolved in 800 mL of acetonitrile at room temperature. Then, the solution was cooled to 0° C. The cooled solution was dropwise added with 303.7 g (5.0 mol.) of an aqueous 28-% ammonium solution over two hours while vigorously stirring in such a manner that the reaction temperature was kept less than 10° C. After the completion of the dropwise addition, the cooling was stopped and the mixture was stirred at room temperature for one hour. The mixture ... RXN SMILES: [N:1]1[C:8]([Cl:9])=[N:7][C:5](Cl)=[N:4]C=1Cl.[NH4+:10].[C:11](#[N:13])C>>[NH2:10][C:5]1[N:4]=[C:11]([NH2:13])[N:1]=[C:8]([Cl:9])[N:7]=1. Run at temperature 0 celsius. Yield: 79.0%. Yields the product NC1=NC(=NC(=N1)N)Cl (2,4-diamino-6-chloro-1,3,5-triazine). Starting materials: N1=C(Cl)N=C(Cl)N=C1Cl (cyanuric chloride), C(C)#N (acetonitrile), [NH4+] (ammonium).